Dataset: the Open Reaction Database (ORD), a public repository of structured organic reaction records. Task: describe an organic reaction: reactants, conditions, products, and yield Starting materials: COC=1C=C2C(NC=NC2=CC1OCCCCl)=O (6-methoxy-7-(3-chloropropoxy)quinazolin-4-one), N1CCOCC1 (morpholine). Conditions: temperature 105 celsius, time 4 hour. Product: COC=1C=C2C(NC=NC2=CC1OCCCN1CCOCC1)=O (6-methoxy-7-(3-morpholinopropoxy)quinazolin-4-one). Yield: 91.8%. As a reaction SMILES: [CH3:1][O:2][C:3]1[CH:4]=[C:5]2[C:10](=[CH:11][C:12]=1[O:13][CH2:14][CH2:15][CH2:16]Cl)[N:9]=[CH:8][NH:7][C:6]2=[O:18].[NH:19]1[CH2:24][CH2:23][O:22][CH2:21][CH2:20]1>>[CH3:1][O:2][C:3]1[CH:4]=[C:5]2[C:10](=[CH:11][C:12]=1[O:13][CH2:14][CH2:15][CH2:16][N:19]1[CH2:24][CH2:23][O:22][CH2:21][CH2:20]1)[N:9]=[CH:8][NH:7][C:6]2=[O:18]. Reported procedure: In a 25 mL volume glass vessel equipped with a stirrer, a thermometer and a reflux condenser were placed 2.0 g (7.4 mmol) of 6-methoxy-7-(3-chloropropoxy)quinazolin-4-one prepared by procedures similar to those of Reference Example V-1, and 6.45 g (74 mmol) of morpholine. The resulting mixture was stirred at 105° C. for 4 hours. After the reaction was complete, the reaction mixture was analyzed by high performance liquid chromatography (absolute quantitative analysis). There was produced 2.17 g ... Starting materials: O=C([O-])[O-], CS(=O)(=O)c1nc2cc(I)c(Cl)cc2n1Cc1ccccc1, CCOP(=O)(OCC)c1cc(O)ccc1C, [K+], [K+], CN(C)C=O. Product: CCOP(=O)(OCC)c1cc(Oc2nc3cc(I)c(Cl)cc3n2Cc2ccccc2)ccc1C. Reaction SMILES: [C:39](=[O:40])([O-:41])[O-:42].[CH2:1]([c:2]1[cH:3][cH:4][cH:5][cH:6][cH:7]1)[n:8]1[c:9]([S:19]([CH3:20])(=[O:21])=[O:22])[n:10][c:11]2[c:12]1[cH:13][c:14]([Cl:18])[c:15]([I:17])[cH:16]2.[CH2:23]([CH3:24])[O:25][P:26]([O:27][CH2:28][CH3:29])(=[O:30])[c:31]1[c:32]([CH3:38])[cH:33][cH:34][c:35]([OH:37])[cH:36]1.[K+:43].[K+:44].[O:45]=[CH:46][N:47]([CH3:48])[CH3:49]>>[CH2:1]([c:2]1[cH:3][cH:4][cH:5][cH:6][cH:7]1)[n:8]1[c:9]([O:37][c:35]2[cH:34][cH:33][c:32]([CH3:38])[c:31]([P:26]([O:25][CH2:23][CH3:24])([O:27][CH2:28][CH3:29])=[O:30])[cH:36]2)[n:10][c:11]2[c:12]1[cH:13][c:14]([Cl:18])[c:15]([I:17])[cH:16]2. The reactants are Cl (HCl), C(C)(C)(C)N(C(C(=O)OCC)=O)CCCCC#CC1=CN=CS1 (ethyl 2-(tert-butyl(6-(thiazol-5-yl)hex-5-ynyl)amino)-2-oxoacetate), [OH-].[K+] (KOH). Run in O (water), O1CCOCC1 (dioxane), O (water). Conditions: temperature 50 celsius, time 1 hour. Yields the product C(C)(C)(C)N(C(C(=O)O)=O)CCCCC#CC1=CN=CS1 (2-(tert-butyl(6-(thiazol-5-yl)hex-5-ynyl)amino)-2-oxoacetic acid). The yield is 106.1%. Reaction SMILES: [C:1]([N:5]([CH2:13][CH2:14][CH2:15][CH2:16][C:17]#[C:18][C:19]1[S:23][CH:22]=[N:21][CH:20]=1)[C:6](=[O:12])[C:7]([O:9]CC)=[O:8])([CH3:4])([CH3:3])[CH3:2].[OH-].[K+].Cl>O1CCOCC1.O>[C:1]([N:5]([CH2:13][CH2:14][CH2:15][CH2:16][C:17]#[C:18][C:19]1[S:23][CH:22]=[N:21][CH:20]=1)[C:6](=[O:12])[C:7]([OH:9])=[O:8])([CH3:4])([CH3:2])[CH3:3] |f:1.2|. Procedure: A solution of 180 mg of 17e in 2 ml of dioxane was mixed with a solution of 120 mg of KOH in 1 ml of water. The mixture was stirred for 1 hr at 50° C. The reaction mixture was cooled and diluted with 10 ml of water, acidified to pH 3 with 1N HCl and the product was extracted into ethyl acetate. The organic extract was washed twice with water, dried and concentrated, to provide 175 mg of 17f as a colorless oil. Reactants: CCO, CN1CC=C(c2cccc(N)n2)CC1. Yields the product CN1CCC(c2cccc(N)n2)CC1. As a reaction SMILES: [CH3:15][CH2:16][OH:17].[CH3:1][N:2]1[CH2:3][CH2:4][C:5]([c:8]2[n:9][c:10]([NH2:14])[cH:11][cH:12][cH:13]2)=[CH:6][CH2:7]1>>[CH3:1][N:2]1[CH2:3][CH2:4][CH:5]([c:8]2[n:9][c:10]([NH2:14])[cH:11][cH:12][cH:13]2)[CH2:6][CH2:7]1. Starting materials: N1=C(C=CC=C1)CN1CC(C2=CC(=CC=C12)O)(C)C (1-(2-pyridylmethyl)-3,3-dimethylindolin-5-ol), CN(C1=CC=C(C=C1)N=C=O)C (4-dimethylaminophenylisocyanate), Example 2 ( 2 ). Product: CN(C1=CC=C(C=C1)NC(OC=1C=C2C(CN(C2=CC1)CC1=NC=CC=C1)(C)C)=O)C (1-(2-pyridylmethyl)-3,3-dimethylindolin-5-yl 4-dimethylaminophenylcarbamate), solid. Isolated yield 16.0%. As a reaction SMILES: [N:1]1[CH:6]=[CH:5][CH:4]=[CH:3][C:2]=1[CH2:7][N:8]1[C:16]2[C:11](=[CH:12][C:13]([OH:17])=[CH:14][CH:15]=2)[C:10]([CH3:19])([CH3:18])[CH2:9]1.[CH3:20][N:21]([CH3:31])[C:22]1[CH:27]=[CH:26][C:25]([N:28]=[C:29]=[O:30])=[CH:24][CH:23]=1>>[CH3:20][N:21]([CH3:31])[C:22]1[CH:27]=[CH:26][C:25]([NH:28][C:29](=[O:30])[O:17][C:13]2[CH:12]=[C:11]3[C:16](=[CH:15][CH:14]=2)[N:8]([CH2:7][C:2]2[CH:3]=[CH:4][CH:5]=[CH:6][N:1]=2)[CH2:9][C:10]3([CH3:19])[CH3:18])=[CH:24][CH:23]=1. Reported procedure: The title compound was synthesized from 1-(2-pyridylmethyl)-3,3-dimethylindolin-5-ol (20.0 mg, 0.09 mmol) using the same procedure employed for Example 2 (2), but with 4-dimethylaminophenylisocyanate instead of 4-isopropylphenylisocyanate. The product was obtained as a white solid (5.2 mg, 16%) having the following characteristics.